This data is from the Open Reaction Database (ORD), a public repository of structured organic reaction records. The task is: describe an organic reaction: reactants, conditions, products, and yield Starting materials: C(C1=CC=CC=C1)(=O)C1=C(C=C(C(=O)O)C=C1[N+](=O)[O-])OCC1=CC=CC=C1 (4-benzoyl-3-benzyloxy-5-nitrobenzoic acid), NC=1C(=C(C=C(C(=S)O)C1)CC1=CC=CC=C1)C(C1=CC=CC=C1)=O (5-amino-4-benzoyl-3-benzylthiobenzoic acid). Yields the product NC=1C(=C(C=C(C(=S)O)C1)CC1=CC=CC=C1)CC1=CC=CC=C1 (5-amino-4-benzyl-3-benzylthiobenzoic acid). RXN SMILES: C(C1C([N+]([O-])=O)=CC(C(O)=O)=CC=1OCC1C=CC=CC=1)(=O)C1C=CC=CC=1.[NH2:29][C:30]1[C:31]([C:46](=O)[C:47]2[CH:52]=[CH:51][CH:50]=[CH:49][CH:48]=2)=[C:32]([CH2:39][C:40]2[CH:45]=[CH:44][CH:43]=[CH:42][CH:41]=2)[CH:33]=[C:34]([CH:38]=1)[C:35]([OH:37])=[S:36]>>[NH2:29][C:30]1[C:31]([CH2:46][C:47]2[CH:52]=[CH:51][CH:50]=[CH:49][CH:48]=2)=[C:32]([CH2:39][C:40]2[CH:45]=[CH:44][CH:43]=[CH:42][CH:41]=2)[CH:33]=[C:34]([CH:38]=1)[C:35]([OH:37])=[S:36]. Procedure details: By replacing in Example 24, step A, 4-benzoyl-3-benzyloxy-5-nitrobenzoic acid with 5-amino-4-benzoyl-3-benzylthiobenzoic acid and following the procedure described, 5-amino-4-benzyl-3-benzylthiobenzoic acid is obtained with a melting point of 256°-257° C.